From a dataset of the Open Reaction Database (ORD), a public repository of structured organic reaction records. describe an organic reaction: reactants, conditions, products, and yield Starting materials: C(=O)O.NCCOC1=CC=C(NC2CCN(CC2)C(=O)NCCCCCCCC)C=C1 (4-[4-(2-Aminoethoxy)anilino]-N-octyl-1-piperidinecarboxamide formate), O1[C@@H](C1)COC1=CC=CC=2NC(NC21)=O (4-[(2S)oxiranylmethoxy]-1,3-dihydro-2H-benzimidazol-2-one). Run in C(Cl)(Cl)Cl.CO (chloroform methanol). The product is C(CCCCCCC)NC(=O)N1CCC(CC1)NC1=CC=C(C=C1)OCCNC[C@@H](COC1=CC=CC=2NC(NC21)=O)O (4-(4-(2-[(2S)-2-Hydroxy-3-(2-oxo-2,3-dihydro-1H-benzoimidazol-4-yloxy)-propylamino]-ethoxy}-phenylamino)-piperidine-1-carboxylic acidoctylamide). Isolated yield 19.4%. RXN SMILES: C(O)=O.[NH2:4][CH2:5][CH2:6][O:7][C:8]1[CH:31]=[CH:30][C:11]([NH:12][CH:13]2[CH2:18][CH2:17][N:16]([C:19]([NH:21][CH2:22][CH2:23][CH2:24][CH2:25][CH2:26][CH2:27][CH2:28][CH3:29])=[O:20])[CH2:15][CH2:14]2)=[CH:10][CH:9]=1.[O:32]1[CH2:34][C@H:33]1[CH2:35][O:36][C:37]1[C:45]2[NH:44][C:43](=[O:46])[NH:42][C:41]=2[CH:40]=[CH:39][CH:38]=1>C(Cl)(Cl)Cl.CO>[CH2:22]([NH:21][C:19]([N:16]1[CH2:15][CH2:14][CH:13]([NH:12][C:11]2[CH:10]=[CH:9][C:8]([O:7][CH2:6][CH2:5][NH:4][CH2:34][C@H:33]([OH:32])[CH2:35][O:36][C:37]3[C:45]4[NH:44][C:43](=[O:46])[NH:42][C:41]=4[CH:40]=[CH:39][CH:38]=3)=[CH:31][CH:30]=2)[CH2:18][CH2:17]1)=[O:20])[CH2:23][CH2:24][CH2:25][CH2:26][CH2:27][CH2:28][CH3:29] |f:0.1,3.4|. Reported procedure: 4-[4-(2-Aminoethoxy)anilino]-N-octyl-1-piperidinecarboxamide formate (0.32 g, 0.733 mmol) was reacted with 4-[(2S)oxiranylmethoxy]-1,3-dihydro-2H-benzimidazol-2-one (0.151 g, 0.732 mmol) according to Procedure G (eluant: 20:1 chloroform-methanol) to give the title compound (0.085 g, 0.142 mmol). Starting materials: FC1=CC=C2C(=NN(C2=C1)C)C=1N=C2C(=NC1)NC=C2C(=O)NC2(CCN(CC2)C(=O)OC(C)(C)C)C (tert-Butyl 4-(2-(6-fluoro-1-methyl-1H-indazol-3-yl)-5H-pyrrolo[2,3-b]pyrazine-7-carboxamido)-4-methylpiperidine-1-carboxylate), Cl (HCl). The solvent is saturated solution, O1CCOCC1 (dioxane). Conditions: time 16 hour. Product: Cl.FC1=CC=C2C(=NN(C2=C1)C)C=1N=C2C(=NC1)NC=C2C(=O)NC2(CCNCC2)C (2-(6-fluoro-1-methyl-1H-indazol-3-yl)-N-(4-methylpiperidin-4-yl)-5H-pyrrolo[2,3-b]pyrazine-7-carboxamide hydrochloride). Isolated yield 33.2%. RXN SMILES: [F:1][C:2]1[CH:10]=[C:9]2[C:5]([C:6]([C:12]3[N:13]=[C:14]4[C:20]([C:21]([NH:23][C:24]5([CH3:37])[CH2:29][CH2:28][N:27](C(OC(C)(C)C)=O)[CH2:26][CH2:25]5)=[O:22])=[CH:19][NH:18][C:15]4=[N:16][CH:17]=3)=[N:7][N:8]2[CH3:11])=[CH:4][CH:3]=1.[ClH:38]>O1CCOCC1>[ClH:38].[F:1][C:2]1[CH:10]=[C:9]2[C:5]([C:6]([C:12]3[N:13]=[C:14]4[C:20]([C:21]([NH:23][C:24]5([CH3:37])[CH2:25][CH2:26][NH:27][CH2:28][CH2:29]5)=[O:22])=[CH:19][NH:18][C:15]4=[N:16][CH:17]=3)=[N:7][N:8]2[CH3:11])=[CH:4][CH:3]=1 |f:3.4|. Procedure details: tert-Butyl 4-(2-(6-fluoro-1-methyl-1H-indazol-3-yl)-5H-pyrrolo[2,3-b]pyrazine-7-carboxamido)-4-methylpiperidine-1-carboxylate (100 mg, 0.20 mmol) was dissolved in 30 mL of a saturated solution of HCl (g) in dioxane and the solution was stirred at room temperature for 16 hours. The reaction mixture was filtered, washed with dichloromethane (20 mL), diethyl ether (30 mL) and dried to give 2-(6-fluoro-1-methyl-1H-indazol-3-yl)-N-(4-methylpiperidin-4-yl)-5H-pyrrolo[2,3-b]pyrazine-7-carboxamide hydro...